This data is from the Open Reaction Database (ORD), a public repository of structured organic reaction records. The task is: describe an organic reaction: reactants, conditions, products, and yield Reactants: C1(CCC1)C=1C(=CC(=NC1)C(=O)O)OCC(F)(F)F (5-Cyclobutyl-4-(2,2,2-trifluoro-ethoxy)-pyridine-2-carboxylic acid), CS(=O)(=O)CC(C1=NOC(=N1)C)(C)N (2-Methanesulfonyl-1-methyl-1-(5-methyl-[1,2,4]oxadiazol-3-yl)-ethylamine). Yields the product CS(=O)(=O)CC(C1=NOC(=N1)C)(C)NC(=O)C1=NC=C(C(=C1)OCC(F)(F)F)C1CCC1 (5-Cyclobutyl-4-(2,2,2-trifluoro-ethoxy)-pyridine-2-carboxylic acid [2-methanesulfonyl-1-methyl-1-(5-methyl-[1,2,4]oxadiazol-3-yl)-ethyl]-amide). Reaction SMILES: [CH:1]1([C:5]2[C:6]([O:14][CH2:15][C:16]([F:19])([F:18])[F:17])=[CH:7][C:8]([C:11]([OH:13])=O)=[N:9][CH:10]=2)[CH2:4][CH2:3][CH2:2]1.[CH3:20][S:21]([CH2:24][C:25]([NH2:33])([CH3:32])[C:26]1[N:30]=[C:29]([CH3:31])[O:28][N:27]=1)(=[O:23])=[O:22]>>[CH3:20][S:21]([CH2:24][C:25]([NH:33][C:11]([C:8]1[CH:7]=[C:6]([O:14][CH2:15][C:16]([F:19])([F:18])[F:17])[C:5]([CH:1]2[CH2:2][CH2:3][CH2:4]2)=[CH:10][N:9]=1)=[O:13])([CH3:32])[C:26]1[N:30]=[C:29]([CH3:31])[O:28][N:27]=1)(=[O:22])=[O:23]. Procedure details: The title compound was synthesized in analogy to Example 23b, using 5-Cyclobutyl-4-(2,2,2-trifluoro-ethoxy)-pyridine-2-carboxylic acid (Example 108f) and 2-Methanesulfonyl-1-methyl-1-(5-methyl-[1,2,4]oxadiazol-3-yl)-ethylamine (Example 109d) as starting materials and isolated (62 mg, 45%) as colorless oil; MS (ESI, m/z): 477.6 (M+H+). Starting materials: C(=O)(O)C1=CC=C(OC(=C(C(=S)OCC2=CC=C(C=C2)[N+](=O)[O-])N2C([C@@H]([C@H]2SCC)[C@@H](C)O)=O)C(C(C)(C)C)=O)C=C1 (4-nitrobenzyl 3-(4-carboxyphenoxy)-2-(4(R)-ethylthio-3(S)- [1(R)-hydroxyethyl]azetidin-2-on-1-yl)-3-trimethylacetylthiopropenoate), ClCl (chlorine). The solvent is C(Cl)(Cl)Cl (chloroform), C(Cl)(Cl)(Cl)Cl (carbon tetrachloride). Run at time 30 minute. Product: C(=O)(O)C1=CC=C(OC(=C(C(=S)OCC2=CC=C(C=C2)[N+](=O)[O-])N2C([C@@H]([C@@H]2Cl)[C@@H](C)O)=O)C(C(C)(C)C)=O)C=C1 (4-Nitrobenzyl 3-(4-carboxyphenoxy)-2-(4(S)-chloro-3(S)-[1(R)-hydroxyethyl]azetidin-2-on-1-yl)-3-trimethylacetylthiopropenoate). The yield is 76.2%. Reaction SMILES: [C:1]([C:4]1[CH:42]=[CH:41][C:7]([O:8][C:9]([C:35](=[O:40])[C:36]([CH3:39])([CH3:38])[CH3:37])=[C:10]([N:24]2[C@H:27](SCC)[C@@H:26]([C@H:31]([OH:33])[CH3:32])[C:25]2=[O:34])[C:11]([O:13][CH2:14][C:15]2[CH:20]=[CH:19][C:18]([N+:21]([O-:23])=[O:22])=[CH:17][CH:16]=2)=[S:12])=[CH:6][CH:5]=1)([OH:3])=[O:2].[Cl:43]Cl>C(Cl)(Cl)Cl.C(Cl)(Cl)(Cl)Cl>[C:1]([C:4]1[CH:42]=[CH:41][C:7]([O:8][C:9]([C:35](=[O:40])[C:36]([CH3:39])([CH3:38])[CH3:37])=[C:10]([N:24]2[C@@H:27]([Cl:43])[C@@H:26]([C@H:31]([OH:33])[CH3:32])[C:25]2=[O:34])[C:11]([O:13][CH2:14][C:15]2[CH:20]=[CH:19][C:18]([N+:21]([O-:23])=[O:22])=[CH:17][CH:16]=2)=[S:12])=[CH:6][CH:5]=1)([OH:3])=[O:2]. Procedure details: To a stirred solution of 10 g of 4-nitrobenzyl 3-(4-carboxyphenoxy)-2-(4(R)-ethylthio-3(S)- [1(R)-hydroxyethyl]azetidin-2-on-1-yl)-3-trimethylacetylthiopropenoate in 60 ml of chloroform at -60° C. was added a solution of 192 mmoles of chlorine in 17.8 ml of carbon tetrachloride. After 30 minutes, the reaction mixture was left to warm to room temperature, and the solvent was then removed in vacuo. Chromatography over silica gel using hexane-ethyl acetate-formic acid mixtures afforded 7.3 g of the... Starting materials: CC(C)(C)OC(=O)N1CC=C(B2OC(C)(C)C(C)(C)O2)CC1, O=C([O-])[O-], C1CCOC1, COC(=O)c1ccncc1Br, CCOC(C)=O, [Na+], [Na+], O, Cl[Pd]Cl, c1ccc(P(c2ccccc2)c2ccccc2)cc1, c1ccc(P(c2ccccc2)c2ccccc2)cc1. Product: COC(=O)c1ccncc1C1=CCN(C(=O)OC(C)(C)C)CC1. Reaction SMILES: [C:1]([CH3:2])([CH3:3])([CH3:4])[O:5][C:6](=[O:7])[N:8]1[CH2:9][CH2:10][C:11]([B:14]2[O:15][C:16]([CH3:17])([CH3:18])[C:19]([CH3:20])([CH3:21])[O:22]2)=[CH:12][CH2:13]1.[C:34](=[O:35])([O-:36])[O-:37].[CH2:40]1[O:41][CH2:42][CH2:43][CH2:44]1.[CH3:23][O:24][C:25]([c:26]1[c:27]([Br:32])[cH:28][n:29][cH:30][cH:31]1)=[O:33].[CH3:46][CH2:47][O:48][C:49]([CH3:50])=[O:51].[Na+:38].[Na+:39].[OH2:45].[Pd:52]([Cl:53])[Cl:54].[c:55]1([P:56]([c:57]2[cH:58][cH:59][cH:60][cH:61][cH:62]2)[c:63]2[cH:64][cH:65][cH:66][cH:67][cH:68]2)[cH:69][cH:70][cH:71][cH:72][cH:73]1.[c:74]1([P:75]([c:76]2[cH:77][cH:78][cH:79][cH:80][cH:81]2)[c:82]2[cH:83][cH:84][cH:85][cH:86][cH:87]2)[cH:88][cH:89][cH:90][cH:91][cH:92]1>>[C:1]([CH3:2])([CH3:3])([CH3:4])[O:5][C:6](=[O:7])[N:8]1[CH2:9][CH2:10][C:11]([c:27]2[c:26]([C:25]([O:24][CH3:23])=[O:33])[cH:31][cH:30][n:29][cH:28]2)=[CH:12][CH2:13]1. Reactants: BrCC(C(C)(C)C1=CC(=C(C=C1)Cl)Cl)=O (1-bromo-3-(3,4-dichlorophenyl)-3-methylbutan-2-one), C1N2CN3CN1CN(C2)C3 (HMTA). The solvent is C(Cl)Cl (DCM). Conditions: time 48 hour. The product is Br.NCC(C(C)(C)C1=CC(=C(C=C1)Cl)Cl)=O (1-amino-3-(3,4-dichlorophenyl)-3-methylbutan-2-one hydrobromide). The yield is 158.8%. RXN SMILES: [Br:1][CH2:2][C:3](=[O:15])[C:4]([C:7]1[CH:12]=[CH:11][C:10]([Cl:13])=[C:9]([Cl:14])[CH:8]=1)([CH3:6])[CH3:5].C1N2CN3CN(C2)C[N:17]1C3>C(Cl)Cl>[BrH:1].[NH2:17][CH2:2][C:3](=[O:15])[C:4]([C:7]1[CH:12]=[CH:11][C:10]([Cl:13])=[C:9]([Cl:14])[CH:8]=1)([CH3:6])[CH3:5] |f:3.4|. Procedure: A mixture of 1-bromo-3-(3,4-dichlorophenyl)-3-methylbutan-2-one (4.0 g, 13 mmol) and HMTA (hexamethylenetetramine, 2.0 g, 14 mmol) in DCM (25 mL) was stirred 48 h at room temperature. The volatiles were evaporated in vacuo. The crude material was dissolved in EtOH (80 mL) and combined with conc HCl (40 mL). The resulting mixture was heated at reflux 2 h, cooled to room temperature, and concentrated in vacuo to give 1-amino-3-(3,4-dichlorophenyl)-3-methylbutan-2-one hydrobromide (6.75 g), which w... The reactants are BrCC1=C(C(=NC(=N1)C1=CC=CC=C1)C1=CC(=CC=C1)[N+](=O)[O-])C(=O)OC (methyl 6-bromomethyl-4-(3-nitrophenyl)-2-phenyl-5-pyrimidinecarboxylate), CN1CCNCC1 (N-methylpiperazine). Run in C(C)(C)O (isopropyl alcohol). Reaction conditions: time 10 minute. Product: CN1CCN(CC1)CC1=C(C(=NC(=N1)C1=CC=CC=C1)C1=CC(=CC=C1)[N+](=O)[O-])C(=O)OC (methyl 6-(4-methylpiperazin-1-ylmethyl)-4-(3-nitrophenyl)-2-phenyl-5-pyrimidinecarboxylate). Yield: 23.6%. As a reaction SMILES: Br[CH2:2][C:3]1[N:8]=[C:7]([C:9]2[CH:14]=[CH:13][CH:12]=[CH:11][CH:10]=2)[N:6]=[C:5]([C:15]2[CH:20]=[CH:19][CH:18]=[C:17]([N+:21]([O-:23])=[O:22])[CH:16]=2)[C:4]=1[C:24]([O:26][CH3:27])=[O:25].[CH3:28][N:29]1[CH2:34][CH2:33][NH:32][CH2:31][CH2:30]1>C(O)(C)C>[CH3:28][N:29]1[CH2:34][CH2:33][N:32]([CH2:2][C:3]2[N:8]=[C:7]([C:9]3[CH:14]=[CH:13][CH:12]=[CH:11][CH:10]=3)[N:6]=[C:5]([C:15]3[CH:20]=[CH:19][CH:18]=[C:17]([N+:21]([O-:23])=[O:22])[CH:16]=3)[C:4]=2[C:24]([O:26][CH3:27])=[O:25])[CH2:31][CH2:30]1. Procedure: To a suspension of methyl 6-bromomethyl-4-(3-nitrophenyl)-2-phenyl-5-pyrimidinecarboxylate (1.5 g) in isopropyl alcohol (15 ml) was added N-methylpiperazine (0.88 g) at 70° C. The reaction mixture was stirred for 10 minutes at the same temperature. After evaporating the solvent, the residue was dissolved in a mixture of chloroform (50 ml) and water (50 ml). The organic layer was separated, dried over magnesium sulfate and evaporated in vacuo. The residue was subjected to column chromatography on... Reactants: [BH4-].[Na+] (Sodium borohydride), CC1=CC(=NN1)NC1=NN(C(C2=CC=CC=C12)=O)CC(C1=CC=CC=C1)=O (4-(5-Methyl-1H-pyrazol-3-ylamino)-2-(2-oxo-2-phenyl-ethyl)-2H-phthalazin-1-one). Run in O1CCCC1 (tetrahydrofuran). Conditions: time 2 hour. The product is OC(CN1C(C2=CC=CC=C2C(=N1)NC1=NNC(=C1)C)=O)C1=CC=CC=C1 (2-(2-Hydroxy-2-phenyl-ethyl)-4-(5-methyl-1H-pyrazol-3-ylamino)-2H-phthalazin-1-one). Yield: 12.2%. Reaction SMILES: [BH4-].[Na+].[CH3:3][C:4]1[NH:8][N:7]=[C:6]([NH:9][C:10]2[C:19]3[C:14](=[CH:15][CH:16]=[CH:17][CH:18]=3)[C:13](=[O:20])[N:12]([CH2:21][C:22](=[O:29])[C:23]3[CH:28]=[CH:27][CH:26]=[CH:25][CH:24]=3)[N:11]=2)[CH:5]=1>O1CCCC1>[OH:29][CH:22]([C:23]1[CH:24]=[CH:25][CH:26]=[CH:27][CH:28]=1)[CH2:21][N:12]1[N:11]=[C:10]([NH:9][C:6]2[CH:5]=[C:4]([CH3:3])[NH:8][N:7]=2)[C:19]2[C:14](=[CH:15][CH:16]=[CH:17][CH:18]=2)[C:13]1=[O:20] |f:0.1|. Procedure: Sodium borohydride (6 mg, 0.15 mmol) was added in one portion to a stirred solution of 4-(5-Methyl-1H-pyrazol-3-ylamino)-2-(2-oxo-2-phenyl-ethyl)-2H-phthalazin-1-one (17 mg, 0.05 mmol) (Example E-9) in tetrahydrofuran (THF) (1 ml). The reaction mixture was stirred at room temperature for two hours. After this time LC-MS indicated complete consumption of starting material, methanol (0.5 ml) was added and the reaction mixture was concentrated under vacuum. The resulting residue was purified by fla... Reaction SMILES: [CH3:1][C:2]1[CH:7]=[C:6]([CH2:8][CH2:9][C:10]2[CH:15]=[CH:14][C:13]([N+:16]([O-:18])=[O:17])=[CH:12][CH:11]=2)[CH:5]=[C:4]([CH3:19])[N:3]=1.ClC1C=CC=C(C(OO)=[O:28])C=1>C(Cl)(Cl)Cl>[CH3:19][C:4]1[CH:5]=[C:6]([CH2:8][CH2:9][C:10]2[CH:15]=[CH:14][C:13]([N+:16]([O-:18])=[O:17])=[CH:12][CH:11]=2)[CH:7]=[C:2]([CH3:1])[N+:3]=1[O-:28]. Reaction conditions: time 2 hour. Procedure details: Compound (3) (22.82 g, 84.5 mmol) was dissolved in chloroform (100 ml), and 16 g (94 mmol) of m-chloroperbenzoic acid (mCPBA) was addedin small portions at RT over a period of 30 min. The mixture was stirred for an additional 2 h and after a negative TLC test for the starting material it was worked up by partitioning between sat. sodium hydrogen carbonate and chloroform. The combined chloroform extracts (3×200 ml) were evaporated yielding a light yellow solid material that was TLC pure. Starting materials: CC1=NC(=CC(=C1)CCC1=CC=C(C=C1)[N+](=O)[O-])C (2,6-Dimethyl-4-(2-(4-nitrophenyl)ethyl) pyridine), ClC1=CC(=CC=C1)C(=O)OO (m-chloroperbenzoic acid). Run in C(Cl)(Cl)Cl (chloroform). The product is CC1=[N+](C(=CC(=C1)CCC1=CC=C(C=C1)[N+](=O)[O-])C)[O-] (2,6-Dimethyl-4-(2-(4 nitrophenyl)ethyl) pyridine N-oxide). Reactants: O1CCCC=C1 (3,4-dihydro-2H-pyran), C1(=CC=C(C=C1)S(=O)(=O)OC[C@@H](CC[C@H](CC)C)O)C ((2R, 5S)-2-hydroxy-5-methylheptyl p-toluenesulfonate), C(O)([O-])=O.[Na+] (sodium hydrogencarbonate). The reagents and catalysts are C1(=CC=C(C=C1)S(=O)(=O)O)C (p-toluenesulfonic acid). Run in C(C)OCC (diethyl ether), C(C)OCC (diethyl ether). Reaction conditions: time 8 hour. Product: C1(=CC=C(C=C1)S(=O)(=O)OC[C@@H](CC[C@H](CC)C)OC1OCCCC1)C ((2R,5S)-2-Tetrahydropyranyloxy-5-methylheptyl p-toluenesulfonate). Yield: 101.6%. As a reaction SMILES: [O:1]1[CH:6]=[CH:5][CH2:4][CH2:3][CH2:2]1.[C:7]1([CH3:26])[CH:12]=[CH:11][C:10]([S:13]([O:16][CH2:17][C@H:18]([OH:25])[CH2:19][CH2:20][C@@H:21]([CH3:24])[CH2:22][CH3:23])(=[O:15])=[O:14])=[CH:9][CH:8]=1.C(=O)([O-])O.[Na+]>C1(C)C=CC(S(O)(=O)=O)=CC=1.C(OCC)C>[C:7]1([CH3:26])[CH:8]=[CH:9][C:10]([S:13]([O:16][CH2:17][C@H:18]([O:25][CH:6]2[CH2:5][CH2:4][CH2:3][CH2:2][O:1]2)[CH2:19][CH2:20][C@@H:21]([CH3:24])[CH2:22][CH3:23])(=[O:14])=[O:15])=[CH:11][CH:12]=1 |f:2.3|. Procedure: In a 50 ml egg-plant type flask were charged 1.7 g of 3,4-dihydro-2H-pyran, 30 ml of diethyl ether, 5.0 g of (2R, 5S)-2-hydroxy-5-methylheptyl p-toluenesulfonate, and 50 mg of p-toluenesulfonic acid, and the mixture was stirred at room temperature overnight. The resulting reaction mixture was neutralized with a saturated sodium hydrogencarbonate aqueous solution, and diethyl ether was distilled off under reduced pressure to obtain 6.5 g of a crude product. Reactants: C(C)N(C(=O)C1CN(CC1)C(=O)OCC1=CC=CC=C1)CC (Benzyl 3-(diethylcarbamoyl)-1-pyrrolidinecarboxylate), C(C)(=O)OCC (ethyl acetate). Reaction SMILES: [CH2:1]([N:3]([CH2:21][CH3:22])[C:4]([CH:6]1[CH2:10][CH2:9][N:8](C(OCC2C=CC=CC=2)=O)[CH2:7]1)=[O:5])[CH3:2].C(OCC)(=O)C>C(O)C.[C].[Pd]>[CH2:21]([N:3]([CH2:1][CH3:2])[C:4]([CH:6]1[CH2:10][CH2:9][NH:8][CH2:7]1)=[O:5])[CH3:22] |f:3.4|. The reagents and catalysts are [C].[Pd] (palladium carbon). Procedure details: The compound prepared in Example 31 (556 mg) was dissolved in ethanol (10 mL) and ethyl acetate (20 mL) and added with 5% palladium carbon (100 mg) and the reaction solution was stirred under a hydrogen atmosphere at room temperature for 8 hours. The reaction solution was filtered with celite and the solvent was distilled off to give the titled compound having the following physical properties. The resulting titled compound was used for the next reaction without further purification. The solvent is C(C)O (ethanol). Yields the product C(C)N(C(=O)C1CNCC1)CC (N,N-diethyl-3-pyrrolidinecarboxamide). Reaction conditions: time 8 hour. Starting materials: Cc1ccc2cc(Cl)ccc2n1, [K+], [Na+], O=[N+]([O-])[O-], [OH-], O=S(=O)(O)O. Product: Cc1ccc2c([N+](=O)[O-])c(Cl)ccc2n1. RXN SMILES: [Cl:1][c:2]1[cH:3][c:4]2[cH:5][cH:6][c:7]([CH3:12])[n:8][c:9]2[cH:10][cH:11]1.[K+:13].[Na+:19].[O-:14][N+:15]([O-:16])=[O:17].[OH-:18].[S:20](=[O:21])(=[O:22])([OH:23])[OH:24]>>[Cl:1][c:2]1[c:3]([N+:15](=[O:14])[O-:16])[c:4]2[cH:5][cH:6][c:7]([CH3:12])[n:8][c:9]2[cH:10][cH:11]1.